This data is from the Open Reaction Database (ORD), a public repository of structured organic reaction records. The task is: describe an organic reaction: reactants, conditions, products, and yield RXN SMILES: [CH2:1]([O:3][CH2:4][CH2:5][N:6]1[C:10]2[CH:11]=[CH:12][CH:13]=[CH:14][C:9]=2[N:8]=[C:7]1[NH2:15])[CH3:2].[Cl:16][C:17]1[CH:18]=[C:19]([CH2:24][CH:25]2[CH2:30][C:29](=O)[CH2:28][CH2:27][N:26]2[C:32]([O:34][CH2:35][CH3:36])=[O:33])[CH:20]=[CH:21][C:22]=1[Cl:23].[BH4-].[Na+].O>C(Cl)Cl.C(O)C.CC(C)[O-].[Ti+4].CC(C)[O-].CC(C)[O-].CC(C)[O-]>[Cl:16][C:17]1[CH:18]=[C:19]([CH2:24][C@H:25]2[CH2:30][C@H:29]([NH:15][C:7]3[N:6]([CH2:5][CH2:4][O:3][CH2:1][CH3:2])[C:10]4[CH:11]=[CH:12][CH:13]=[CH:14][C:9]=4[N:8]=3)[CH2:28][CH2:27][N:26]2[C:32]([O:34][CH2:35][CH3:36])=[O:33])[CH:20]=[CH:21][C:22]=1[Cl:23].[Cl:16][C:17]1[CH:18]=[C:19]([CH2:24][C@H:25]2[CH2:30][C@@H:29]([NH:15][C:7]3[N:6]([CH2:5][CH2:4][O:3][CH2:1][CH3:2])[C:10]4[CH:11]=[CH:12][CH:13]=[CH:14][C:9]=4[N:8]=3)[CH2:28][CH2:27][N:26]2[C:32]([O:34][CH2:35][CH3:36])=[O:33])[CH:20]=[CH:21][C:22]=1[Cl:23] |f:2.3,7.8.9.10.11|. Product: ClC=1C=C(C=CC1Cl)C[C@@H]1N(CC[C@H](C1)NC1=NC2=C(N1CCOCC)C=CC=C2)C(=O)OCC ((±)-ethyl trans-2-[(3,4-dichlorophenyl)methyl]-4-[[1-(2-ethoxyethyl)-1H-benzimidazol-2-yl]amino]-1-piperidinecarboxylate), ClC=1C=C(C=CC1Cl)C[C@@H]1N(CC[C@@H](C1)NC1=NC2=C(N1CCOCC)C=CC=C2)C(=O)OCC ((±)-ethyl cis-2-[(3,4-dichlorophenyl)methyl]-4-[[1-(2-ethoxyethyl)-1H-benzimidazol-2-yl]amino]-1-piperidinecarboxylate). The reagents and catalysts are CC([O-])C.[Ti+4].CC([O-])C.CC([O-])C.CC([O-])C (Titanium(IV)isopropoxide). Procedure: 1-(2-ethoxyethyl)-1H-benzimidazol-2-amine (8.2 g) was added to (±)-ethyl 2-[(3,4-dichlorophenyl)methyl]-4-oxo-1-piperidinecarboxylate (13.2 g) in CH2Cl2 (20 ml). Titanium(IV)isopropoxide (13.64 g) was added and the mixture was stirred for 3 hours at RT. Sodiumborohydride (1.82 g) in ethanol (20 ml) was added and the reaction mixture was stirred overnight at RT. Water (20 ml) was added and the mixture was stirred for 5 minutes. CH2Cl2 (200 ml) was added and the mixture was stirred, dried, filtere... Conditions: time 3 hour. Solvent: C(C)O (ethanol), C(Cl)Cl (CH2Cl2), C(Cl)Cl (CH2Cl2). Starting materials: [BH4-].[Na+] (Sodiumborohydride), O (Water), C(C)OCCN1C(=NC2=C1C=CC=C2)N (1-(2-ethoxyethyl)-1H-benzimidazol-2-amine), ClC=1C=C(C=CC1Cl)CC1N(CCC(C1)=O)C(=O)OCC ((±)-ethyl 2-[(3,4-dichlorophenyl)methyl]-4-oxo-1-piperidinecarboxylate). The reactants are C(C)(C)(C)OC(N(C)CCC1=C(C=CC=C1)OCC1=CC=CC=C1)=O (N-(2-(2-Benzyloxyphenyl)ethyl)-N-methylcarbamic acid tert-butyl ester). Reagents/catalysts: [Pd] (palladium on activated carbon). Run in C(C)O (ethanol). The product is C(C)(C)(C)OC(N(C)CCC1=C(C=CC=C1)O)=O (N-(2-(2-hydroxyphenyl)ethyl)-N-methylcarbamic acid tert-butyl ester). Isolated yield 82.8%. Reaction SMILES: [C:1]([O:5][C:6](=[O:25])[N:7]([CH2:9][CH2:10][C:11]1[CH:16]=[CH:15][CH:14]=[CH:13][C:12]=1[O:17]CC1C=CC=CC=1)[CH3:8])([CH3:4])([CH3:3])[CH3:2]>C(O)C.[Pd]>[C:1]([O:5][C:6](=[O:25])[N:7]([CH2:9][CH2:10][C:11]1[CH:16]=[CH:15][CH:14]=[CH:13][C:12]=1[OH:17])[CH3:8])([CH3:4])([CH3:2])[CH3:3]. Reported procedure: N-(2-(2-Benzyloxyphenyl)ethyl)-N-methylcarbamic acid tert-butyl ester (4.66 g, 13.65 mmol) was dissolved in ethanol (35.6 ml) and was hydrogenated at room pressure in the presence of 10% palladium on activated carbon for 16 h. The reaction mixture was filtered through a plug of celite. The celite was washed with ethyl acetate (50 ml). The liquid phases were collected. The solvents were removed in vacuo. The crude product was purified by flash chromatography on silica (300 g), using ethyl acetate... Starting materials: ClC1=NC(=NC(=N1)Cl)C (2,4-dichloro-6-methyl-1,3,5-triazine), C[O-].[Na+] (sodium methoxide), CN (monomethylamine). The product is CC1=NC(=NC(=N1)NC)OC (2-methyl-4-methylamino-6-methoxy-1,3,5-triazine). Reaction SMILES: Cl[C:2]1[N:7]=[C:6](Cl)[N:5]=[C:4]([CH3:9])[N:3]=1.[CH3:10][O-:11].[Na+].[CH3:13][NH2:14]>>[CH3:9][C:4]1[N:5]=[C:6]([NH:14][CH3:13])[N:7]=[C:2]([O:11][CH3:10])[N:3]=1 |f:1.2|. Procedure: reacting the 2,4-dichloro-6-methyl-1,3,5-triazine with sodium methoxide and monomethylamine to form 2-methyl-4-methylamino-6-methoxy-1,3,5-triazine. The reactants are Cc1cn(-c2nccc3ccccc23)cc1C(=O)O, ClC(Cl)Cl, O=S(Cl)Cl. Yields the product Cc1cn(-c2nccc3ccccc23)cc1C(=O)Cl. Reaction SMILES: [C:5](=[O:6])([OH:7])[c:8]1[cH:9][n:10](-[c:14]2[n:15][cH:16][cH:17][c:18]3[cH:19][cH:20][cH:21][cH:22][c:23]23)[cH:11][c:12]1[CH3:13].[CH:24]([Cl:25])([Cl:26])[Cl:27].[S:1]([Cl:2])([Cl:3])=[O:4]>>[Cl:3][C:5](=[O:6])[c:8]1[cH:9][n:10](-[c:14]2[n:15][cH:16][cH:17][c:18]3[cH:19][cH:20][cH:21][cH:22][c:23]23)[cH:11][c:12]1[CH3:13]. Reactants: C1=CC(=CC(=C1)C[C@@H](C(=O)O)N)C#N (L-3-cyano-phenylalanine), [Cl-].[Li+] (lithium chloride), [N-]=[N+]=[N-].[Na+] (sodium azide). Run in COC(C)O (methoxyethanol). Reaction conditions: temperature 125 celsius. Yields the product N1N=NN=C1C=1C=C(C[C@H](N)C(=O)O)C=CC1 (3-tetrazolyl-L-phenylalanine). The yield is 200.8%. RXN SMILES: [CH:1]1[CH:6]=[C:5]([CH2:7][C@H:8]([NH2:12])[C:9]([OH:11])=[O:10])[CH:4]=[C:3]([C:13]#[N:14])[CH:2]=1.[Cl-].[Li+].[N-:17]=[N+:18]=[N-:19].[Na+]>COC(O)C>[NH:14]1[C:13]([C:3]2[CH:4]=[C:5]([CH:6]=[CH:1][CH:2]=2)[CH2:7][C@@H:8]([C:9]([OH:11])=[O:10])[NH2:12])=[N:19][N:18]=[N:17]1 |f:1.2,3.4|. Procedure details: A suspension of L-3-cyano-phenylalanine (0.150 g, 0.79 mmol), lithium chloride (0.060 g, 1.43 mmol) and sodium azide (0.067 g, 1.03 mmol) in methoxyethanol (500 μL) was heated at 125° C. for 18 h. The solvent was evaporated to yield 370 mg of crude 3-tetrazolyl-L-phenylalanine. Starting materials: IC1=CC=C(C=C1)N1C(C(C(CC1)C(C(F)(F)F)=O)=O)=O (1-(4-iodophenyl)-4-(2,2,2-trifluoroacetyl)-2,3-piperidinedione), 00/39131, [Cl-].C(#N)C=1C=C(C=CC1)NN (3-cyanophenylhydrazine chloride). Run in C(C)(=O)O (Acetic acid). Product: C(#N)C=1C=C(C=CC1)N1N=C(C2=C1C(N(CC2)C2=CC=C(C=C2)I)=O)C(F)(F)F (1-(3-cyanophenyl)-3-(trifluoromethyl)-6-(4-iodophenyl)-1,4,5,6-tetrahydropyrazolo-[3,4-c]-pyridin-7-one). Isolated yield 61.3%. Reaction SMILES: [I:1][C:2]1[CH:7]=[CH:6][C:5]([N:8]2[CH2:13][CH2:12][CH:11]([C:14](=O)[C:15]([F:18])([F:17])[F:16])[C:10](=O)[C:9]2=[O:21])=[CH:4][CH:3]=1.[Cl-].[C:23]([C:25]1[CH:26]=[C:27]([NH:31][NH2:32])[CH:28]=[CH:29][CH:30]=1)#[N:24]>C(O)(=O)C>[C:23]([C:25]1[CH:26]=[C:27]([N:31]2[C:10]3[C:9](=[O:21])[N:8]([C:5]4[CH:6]=[CH:7][C:2]([I:1])=[CH:3][CH:4]=4)[CH2:13][CH2:12][C:11]=3[C:14]([C:15]([F:18])([F:17])[F:16])=[N:32]2)[CH:28]=[CH:29][CH:30]=1)#[N:24] |f:1.2|. Procedure: 1-(4-iodophenyl)-4-(2,2,2-trifluoroacetyl)-2,3-piperidinedione prepared by the same methods described in WO 00/39131 (5.02 g, 12.2 mmol) and 3-cyanophenylhydrazine chloride (3.44 g, 20.4 mmol) were added together with 75 mL of Acetic acid. The mixture was refluxed for 4 hours. The mixture was cooled and the solvent was removed. The residue was partitioned between EtOAc and H2O. The EtOAc layer was washed with H2O, brine, dried over MgSO4, concentrated, and chromatographed with 1:5 EtOAc:hexane t... Reactants: O=c1[nH]nc(Cl)c2cc(Br)ccc12, Cc1ccccc1CN, CCOC(C)=O, O=C(C=Cc1ccccc1)C=Cc1ccccc1, O=C(C=Cc1ccccc1)C=Cc1ccccc1, O=C(C=Cc1ccccc1)C=Cc1ccccc1, [Pd], [Pd]. Product: Cc1ccccc1CNc1ccc2c(=O)[nH]nc(Cl)c2c1. As a reaction SMILES: [Br:1][c:2]1[cH:3][c:4]2[c:5]([Cl:13])[n:6][nH:7][c:8](=[O:12])[c:9]2[cH:10][cH:11]1.[CH3:14][c:15]1[c:16]([CH2:17][NH2:18])[cH:19][cH:20][cH:21][cH:22]1.[CH3:23][CH2:24][O:25][C:26]([CH3:27])=[O:28].[O:31]=[C:32]([CH:33]=[CH:34][c:35]1[cH:36][cH:37][cH:38][cH:39][cH:40]1)[CH:41]=[CH:42][c:43]1[cH:44][cH:45][cH:46][cH:47][cH:48]1.[O:49]=[C:50]([CH:51]=[CH:52][c:53]1[cH:54][cH:55][cH:56][cH:57][cH:58]1)[CH:59]=[CH:60][c:61]1[cH:62][cH:63][cH:64][cH:65][cH:66]1.[O:67]=[C:68]([CH:69]=[CH:70][c:71]1[cH:72][cH:73][cH:74][cH:75][cH:76]1)[CH:77]=[CH:78][c:79]1[cH:80][cH:81][cH:82][cH:83][cH:84]1.[Pd:29].[Pd:30]>>[c:2]1([NH:18][CH2:17][c:16]2[c:15]([CH3:14])[cH:22][cH:21][cH:20][cH:19]2)[cH:3][c:4]2[c:5]([Cl:13])[n:6][nH:7][c:8](=[O:12])[c:9]2[cH:10][cH:11]1. The reactants are [OH-].[Na+] (sodium hydroxide), C1(=CC=CC=C1)NC(=O)C1(OC2=C(CC1)C(=C(C(=C2C)C)OC(C)=O)C)C (N-Phenyl-6-acetoxy-3,4-dihydro-2,5,7,8-tetramethyl-2H-1-benzopyran-2-carboxamide), C(C)(=O)O (acetic acid). The solvent is O (water), C(C)O (ethanol). Reaction conditions: time 2 hour. Yields the product C1(=CC=CC=C1)NC(=O)C1(OC2=C(CC1)C(=C(C(=C2C)C)O)C)C (N-phenyl-6-hydroxy-3,4-dihydro-2,5,7,8-tetramethyl-2H-1-benzopyran-2-carboxamide). Isolated yield 86.0%. Reaction SMILES: [C:1]1([NH:7][C:8]([C:10]2([CH3:27])[CH2:15][CH2:14][C:13]3[C:16]([CH3:26])=[C:17]([O:22]C(=O)C)[C:18]([CH3:21])=[C:19]([CH3:20])[C:12]=3[O:11]2)=[O:9])[CH:6]=[CH:5][CH:4]=[CH:3][CH:2]=1.[OH-].[Na+].C(O)(=O)C>C(O)C.O>[C:1]1([NH:7][C:8]([C:10]2([CH3:27])[CH2:15][CH2:14][C:13]3[C:16]([CH3:26])=[C:17]([OH:22])[C:18]([CH3:21])=[C:19]([CH3:20])[C:12]=3[O:11]2)=[O:9])[CH:2]=[CH:3][CH:4]=[CH:5][CH:6]=1 |f:1.2|. Reported procedure: In a two-necked, round-bottomed flask, 2.75 g (7.48 mmol) of the compound obtained in Stage B of Example 1 are dissolved in 60 cm3 of 80 % ethanol. Under a nitrogen stream, 18 cm3 of 2.5N sodium hydroxide are added. The mixture is left to stir at ordinary temperature for 2 h. The mixture is diluted with water, acidified with acetic acid and then the product is extracted with dichloromethane. The organic phase is washed with water and then dried. The mixture is purified by passing through a colum... RXN SMILES: [Cl:1][C:2]1[CH:14]=[CH:13][CH:12]=[CH:11][C:3]=1[CH2:4][N:5]1[CH2:9][CH2:8][O:7][S:6]1=[O:10].Cl[O-:16].[Na+]>O.[Ru](=O)=O>[Cl:1][C:2]1[CH:14]=[CH:13][CH:12]=[CH:11][C:3]=1[CH2:4][N:5]1[CH2:9][CH2:8][O:7][S:6]1(=[O:16])=[O:10] |f:1.2,3.4|. Procedure details: contacting the N-(2-chlorobenzyl)-2-oxo-1,2,3-oxathiazolidine with ruthenium dioxide hydrate and aqueous sodium hypochlorite to give N-(2-chlorobenzyl)-2,2-dioxo-1,2,3-oxathiazolidine, Reagents/catalysts: O.[Ru](=O)=O (ruthenium dioxide hydrate). Yields the product ClC1=C(CN2S(OCC2)(=O)=O)C=CC=C1 (N-(2-chlorobenzyl)-2,2-dioxo-1,2,3-oxathiazolidine). Reactants: ClC1=C(CN2S(OCC2)=O)C=CC=C1 (N-(2-chlorobenzyl)-2-oxo-1,2,3-oxathiazolidine), Cl[O-].[Na+] (sodium hypochlorite).